Dataset: the Open Reaction Database (ORD), a public repository of structured organic reaction records. Task: describe an organic reaction: reactants, conditions, products, and yield The reactants are C(C1=CC=CC=C1)(=O)C1=CC=CC=C1 (benzophenone), C(O)CN (ethanol amine), C1(=CC=C(C=C1)S(=O)(=O)O)C (p-toluenesulfonic acid), C1(=CC=CC=C1)C (toluene), needles, C8. Run in C(C)#N (acetonitrile), O (water), CCOCC (ether). Product: C(C1=CC=CC=C1)(C1=CC=CC=C1)=N.C(C)O (Benzophenone-imine ethanol). As a reaction SMILES: [C:1]([C:9]1[CH:14]=[CH:13][CH:12]=[CH:11][CH:10]=1)(=O)[C:2]1[CH:7]=[CH:6][CH:5]=[CH:4][CH:3]=1.[CH2:15]([CH2:17][NH2:18])[OH:16].C1(C)C=CC(S(O)(=O)=O)=CC=1.C1(C)C=CC=CC=1>O.C(#N)C.CCOCC>[C:1](=[NH:18])([C:9]1[CH:14]=[CH:13][CH:12]=[CH:11][CH:10]=1)[C:2]1[CH:7]=[CH:6][CH:5]=[CH:4][CH:3]=1.[CH2:15]([OH:16])[CH3:17] |f:7.8|. Procedure: To a 500 mL round bottom flask equipped with stirbar, Dean-Stark apparatus, reflux condenser, and N2 inlet was added benzophenone (45.5 g, 0.25 mol), ethanol amine (23 mL, 0.38 mol), p-toluenesulfonic acid (4.3 g, 0.025 mol), and toluene (300 mL). The reaction stirred at reflux for 16 hours, collecting 8 mL water. The solution was cooled and the solution washed with NaHCO3(aq) (2×400 mL). The aqueous layer was extracted with ether (2×300 mL) and the combined organic layers dried over MgSO4, stir... Reactants: O (water), [H-].[Na+] (sodium hydride), BrCCC=C(C)C (5-bromo-2-methyl-2-pentene), NC1=C(C=C(C2=C1C(C=C(O2)C2=CC(=C(C=C2)N(COC)C(=O)OC(C)(C)C)F)=O)F)F (5-amino-2-[4-[N-(tert-butoxycarbonyl)-N-methoxymethylamino]-3-fluorophenyl]-6,8-difluoro-4H-1-benzopyran-4-one). Solvent: CN(C=O)C (dimethylformamide). Run at time 18 hour. Product: C(C)(C)(C)OC(=O)N(COC)C1=C(C=C(C=C1)C=1OC2=C(C(C1)=O)C(=C(C=C2F)F)NCCC=C(C)C)F (2-[4-[N-(tert-butoxycarbonyl)-N-methoxymethylamino]-3-fluorophenyl]-6,8-difluoro-5-(4-methyl-3-pentenylamino)-4H-1-benzopyran-4-one). The yield is 37.9%. Reaction SMILES: [NH2:1][C:2]1[C:7]2[C:8](=[O:30])[CH:9]=[C:10]([C:12]3[CH:17]=[CH:16][C:15]([N:18]([C:22]([O:24][C:25]([CH3:28])([CH3:27])[CH3:26])=[O:23])[CH2:19][O:20][CH3:21])=[C:14]([F:29])[CH:13]=3)[O:11][C:6]=2[C:5]([F:31])=[CH:4][C:3]=1[F:32].[H-].[Na+].Br[CH2:36][CH2:37][CH:38]=[C:39]([CH3:41])[CH3:40].O>CN(C)C=O>[C:25]([O:24][C:22]([N:18]([C:15]1[CH:16]=[CH:17][C:12]([C:10]2[O:11][C:6]3[C:5]([F:31])=[CH:4][C:3]([F:32])=[C:2]([NH:1][CH2:36][CH2:37][CH:38]=[C:39]([CH3:41])[CH3:40])[C:7]=3[C:8](=[O:30])[CH:9]=2)=[CH:13][C:14]=1[F:29])[CH2:19][O:20][CH3:21])=[O:23])([CH3:27])([CH3:28])[CH3:26] |f:1.2|. Reported procedure: 2.70 g (6.00 mmol) of the above 5-amino-2-[4-[N-(tert-butoxycarbonyl)-N-methoxymethylamino]-3-fluorophenyl]-6,8-difluoro-4H-1-benzopyran-4-one was dissolved in 60 mL of dimethylformamide under argon atmosphere, 480 mg (12.0 mmol) of sodium hydride (60% oil dispersion) and 4.0 mL (30 mmol) of 5-bromo-2-methyl-2-pentene were added under ice-cooling and the mixture was stirred at room temperature for 18 hours. The reaction solution was cooled on ice, water was added and the mixture was extracted tw...